From a dataset of the Open Reaction Database (ORD), a public repository of structured organic reaction records. describe an organic reaction: reactants, conditions, products, and yield The reactants are O=C1NC(C(=N1)P(OCC)(OCC)=O)=O (diethyl 2,5-dioxo-4-imidazolylphosphonate), C(=O)([O-])[O-].[K+].[K+] (K2CO3), ICCCCCC (1-iodohexane). Conditions: time 16 hour. Yields the product C(CCCCC)N1C(N=C(C1=O)P(OCC)(OCC)=O)=O (Diethyl 1-hexyl-2,5-dioxo-4-imidazolylphosphonate). Run in CN(C)C=O (DMF), CCOCC (ether). RXN SMILES: [O:1]=[C:2]1[N:6]=[C:5]([P:7](=[O:14])([O:11][CH2:12][CH3:13])[O:8][CH2:9][CH3:10])[C:4](=[O:15])[NH:3]1.C([O-])([O-])=O.[K+].[K+].I[CH2:23][CH2:24][CH2:25][CH2:26][CH2:27][CH3:28]>CN(C=O)C.CCOCC>[CH2:23]([N:3]1[C:4](=[O:15])[C:5]([P:7](=[O:14])([O:11][CH2:12][CH3:13])[O:8][CH2:9][CH3:10])=[N:6][C:2]1=[O:1])[CH2:24][CH2:25][CH2:26][CH2:27][CH3:28] |f:1.2.3|. Procedure details: To a solution of diethyl 2,5-dioxo-4-imidazolylphosphonate (6.00 g, 0.025 moles) in DMF (15 mL), under N2, is added K2CO3 (17.5 g, 0.127 moles) and 1-iodohexane (3.75 mL, 0.025 moles). This mixture is stirred at room temperature for 16 hours. The mixture is diluted with ether (300 mL) and washed with water and brine and then dried over MgSO4. Evaporation of solvents under high vacuum affords the required product as a viscous yellow oil. (Mass spectrometry also revealed a small amount of diethyl ...